Dataset: the Open Reaction Database (ORD), a public repository of structured organic reaction records. Task: describe an organic reaction: reactants, conditions, products, and yield Reaction SMILES: [NH2:1][C:2]1[C:7](/[CH:8]=[CH:9]/[C:10]([OH:12])=O)=[CH:6][C:5]([Cl:13])=[CH:4][N:3]=1.[CH3:14][NH:15][CH2:16][C:17]1[CH:22]=[CH:21][CH:20]=[CH:19][CH:18]=1.C(OC(C)C)(C)C>>[NH2:1][C:2]1[C:7](/[CH:8]=[CH:9]/[C:10]([N:15]([CH2:16][C:17]2[CH:22]=[CH:21][CH:20]=[CH:19][CH:18]=2)[CH3:14])=[O:12])=[CH:6][C:5]([Cl:13])=[CH:4][N:3]=1. Procedure: The title compound was prepared from (E)-3-(2-amino-5-chloro-3-pyridinyl)-2-propenoic acid and N-methyl benzylamine as a yellow solid following crystallisation from diisopropyl ether: Yields the product NC1=NC=C(C=C1/C=C/C(=O)N(C)CC1=CC=CC=C1)Cl ((E)-3-(2-Amino-5-chloro-3-pyridinyl)-N-benzyl-N-methyl-2-propenamide). Reactants: NC1=NC=C(C=C1/C=C/C(=O)O)Cl ((E)-3-(2-amino-5-chloro-3-pyridinyl)-2-propenoic acid), CNCC1=CC=CC=C1 (N-methyl benzylamine), C(C)(C)OC(C)C (diisopropyl ether). The solvent is CS(=O)C (dimethyl sulfoxide). Yields the product ClC=1C=C(C=CC1)N1C(NC2=C1C(=CC(=C2)C#N)C(F)(F)F)=O (1-(3-chlorophenyl)-2-oxo-7-(trifluoromethyl)-2,3-dihydro-1H-benzimidazole-5-carbonitrile). Reaction SMILES: N[C:2]1[CH:18]=[C:17]([C:19]([F:22])([F:21])[F:20])[C:5]2[N:6]([C:10]3[CH:15]=[CH:14][CH:13]=[C:12]([Cl:16])[CH:11]=3)[C:7](=[O:9])[NH:8][C:4]=2[CH:3]=1.[C:23]([Cu])#[N:24].N(OC(C)(C)C)=O.O>CS(C)=O>[Cl:16][C:12]1[CH:11]=[C:10]([N:6]2[C:5]3[C:17]([C:19]([F:21])([F:22])[F:20])=[CH:18][C:2]([C:23]#[N:24])=[CH:3][C:4]=3[NH:8][C:7]2=[O:9])[CH:15]=[CH:14][CH:13]=1. Yield: 24.4%. Procedure: 5-Amino-1-(3-chlorophenyl)-7-(trifluoromethyl)-1,3-dihydro-2H-benzimidazol-2-one (125.1 mg) was dissolved in dimethyl sulfoxide (5 ml), and to the solution was added CuCN (102.6 mg). The mixture was heated at 55° C. At the same temperature, t-butyl nitrite (0.134 ml) was added dropwise during 30 minutes. After the addition was completed, the mixture was stirred at 60° C. for 1 hour. After allowing to cool, to the reaction mixture was added water, and the mixture was extracted with ethyl acetate.... Run at temperature 55 celsius, time 1 hour. Starting materials: O (water), NC1=CC2=C(N(C(N2)=O)C2=CC(=CC=C2)Cl)C(=C1)C(F)(F)F (5-Amino-1-(3-chlorophenyl)-7-(trifluoromethyl)-1,3-dihydro-2H-benzimidazol-2-one), N(=O)OC(C)(C)C (t-butyl nitrite), C(#N)[Cu] (CuCN). Reactants: [H-].[Na+] (sodium hydride), C1(CC1)C1=CC(=NN1C1=C(C=C(C=C1)NC(=O)C=1C(=NC=NC1)C)F)C(F)(F)F (N-{4-[5-cyclopropyl-3-(trifluoromethyl)-1H-pyrazol-1-yl]-3-fluorophenyl}-4-methylpyrimidine-5-carboxamide), CI (Methyl Iodide). The solvent is C1CCOC1 (THF). Conditions: temperature 0 celsius, time 30 minute. Product: C1(CC1)C1=CC(=NN1C1=C(C=C(C=C1)N(C(=O)C=1C(=NC=NC1)C)C)F)C(F)(F)F (N-{4-[5-cyclopropyl-3-(trifluoromethyl)-1H-pyrazol-1-yl]-3-fluorophenyl}-N,4-dimethylpyrimidine-5-carboxamide). The yield is 38.7%. Reaction SMILES: [CH:1]1([C:4]2[N:8]([C:9]3[CH:14]=[CH:13][C:12]([NH:15][C:16]([C:18]4[C:19]([CH3:24])=[N:20][CH:21]=[N:22][CH:23]=4)=[O:17])=[CH:11][C:10]=3[F:25])[N:7]=[C:6]([C:26]([F:29])([F:28])[F:27])[CH:5]=2)[CH2:3][CH2:2]1.[H-].[Na+].[CH3:32]I>C1COCC1>[CH:1]1([C:4]2[N:8]([C:9]3[CH:14]=[CH:13][C:12]([N:15]([CH3:32])[C:16]([C:18]4[C:19]([CH3:24])=[N:20][CH:21]=[N:22][CH:23]=4)=[O:17])=[CH:11][C:10]=3[F:25])[N:7]=[C:6]([C:26]([F:28])([F:27])[F:29])[CH:5]=2)[CH2:3][CH2:2]1 |f:1.2|. Reported procedure: N-{4-[5-cyclopropyl-3-(trifluoromethyl)-1H-pyrazol-1-yl]-3-fluorophenyl}-4-methylpyrimidine-5-carboxamide (300 mg, 0.74 mmol) was dissolved in THF, cooled to 0° C., added sodium hydride (35 mg, 1.48 mmol) and stirred the mixture for 30 mins at the same temperature. Methyl Iodide (120 mg, 0.84 mmol) was added and heated the reaction mixture to rt. After 3 h, reaction mixture quenched with water. Work up (H2O/AcOEt) and purification afforded the title compound (120 mg) as a pale-yellow solid. 1H-N... Reactants: N=1C=CN2C1CN(CC2)C2=NC=C(C(=N2)NCC2=CC(=C(C=C2)OC)Cl)C(=O)OCC (2-(5,6,7,8-tetrahydroimidazo[1,2-a]pyrazin-7-yl)-4-(3-chloro-4-methoxybenzylamino)-5-ethoxycarbonylpyrimidine), [OH-].[Na+] (sodium hydroxide), O1CCCC1 (Tetrahydrofuran). Run in CS(=O)C.O (dimethyl sulfoxide water). Conditions: time 1 hour. Product: N=1C=CN2C1CN(CC2)C2=NC=C(C(=N2)NCC2=CC(=C(C=C2)OC)Cl)C(=O)O (2-(5,6,7,8-tetrahydroimidazo[1,2-a]pyrazin-7-yl)-4-(3-chloro-4-methoxybenzylamino)-5-carboxypyrimidine). Reaction SMILES: [N:1]1[CH:2]=[CH:3][N:4]2[CH2:9][CH2:8][N:7]([C:10]3[N:15]=[C:14]([NH:16][CH2:17][C:18]4[CH:23]=[CH:22][C:21]([O:24][CH3:25])=[C:20]([Cl:26])[CH:19]=4)[C:13]([C:27]([O:29]CC)=[O:28])=[CH:12][N:11]=3)[CH2:6][C:5]=12.[OH-].[Na+].O1CCCC1>CS(C)=O.O>[N:1]1[CH:2]=[CH:3][N:4]2[CH2:9][CH2:8][N:7]([C:10]3[N:15]=[C:14]([NH:16][CH2:17][C:18]4[CH:23]=[CH:22][C:21]([O:24][CH3:25])=[C:20]([Cl:26])[CH:19]=4)[C:13]([C:27]([OH:29])=[O:28])=[CH:12][N:11]=3)[CH2:6][C:5]=12 |f:1.2,4.5|. Procedure: 2-(5,6,7,8-Tetrahydroimidazo[1,2-a]pyrazin-7-yl)-4-(3-chloro-4-methoxybenzylamino)-5-ethoxycarbonylpyrimidine (prepared in Example 97) 290 mg and 2N aqueous sodium hydroxide solution 1.64 ml are suspended in dimethyl sulfoxide-water (5 ml:1 ml) and stirred at room temperature for 1 hour. Tetrahydrofuran 5 ml is added thereto and the mixture is stirred at room temperature for 13 hours. After removal of tetrahydrofuran in vacuo, the residue is diluted with water and neutralized with a 10% aqueous ... Starting materials: C(C)(C)(C)OC(NC1CCC(CC1)NC1=NC=C2C(=N1)N(N=C2C2=NC(=CC=C2)NCC2=CSC=C2)COCC[Si](C)(C)C)=O ({4-[3-{6-[(thiophen-3-ylmethyl)-amino]-pyridin-2-yl}-1-(2-trimethylsilanyl-ethoxymethyl)-1H-pyrazolo[3,4-d]pyrimidin-6-ylamino]-cyclohexyl}-carbamic acid tert-butyl ester), C(=O)(C(F)(F)F)O (CF3COOH). Run in ClCCl (dichloromethane). Conditions: time 2 hour. The product is S1C=C(C=C1)CNC1=CC=CC(=N1)C1=NNC2=NC(=NC=C21)NC2CCC(CC2)N (N-(3-{6-[(thiophen-3-ylmethyl)-amino]-pyridin-2-yl}-1H-pyrazolo[3,4-d]pyrimidin-6-yl)-cyclohexane-1,4-diamine). As a reaction SMILES: C(OC(=O)[NH:7][CH:8]1[CH2:13][CH2:12][CH:11]([NH:14][C:15]2[N:20]=[C:19]3[N:21](COCC[Si](C)(C)C)[N:22]=[C:23]([C:24]4[CH:29]=[CH:28][CH:27]=[C:26]([NH:30][CH2:31][C:32]5[CH:36]=[CH:35][S:34][CH:33]=5)[N:25]=4)[C:18]3=[CH:17][N:16]=2)[CH2:10][CH2:9]1)(C)(C)C.C(O)(C(F)(F)F)=O>ClCCl>[S:34]1[CH:35]=[CH:36][C:32]([CH2:31][NH:30][C:26]2[N:25]=[C:24]([C:23]3[C:18]4[C:19](=[N:20][C:15]([NH:14][CH:11]5[CH2:12][CH2:13][CH:8]([NH2:7])[CH2:9][CH2:10]5)=[N:16][CH:17]=4)[NH:21][N:22]=3)[CH:29]=[CH:28][CH:27]=2)=[CH:33]1. Procedure details: To a mixture of {4-[3-{6-[(thiophen-3-ylmethyl)-amino]-pyridin-2-yl}-1-(2-trimethylsilanyl-ethoxymethyl)-1H-pyrazolo[3,4-d]pyrimidin-6-ylamino]-cyclohexyl}-carbamic acid tert-butyl ester (415 mg, 0.638 mmol) in dichloromethane (5 mL) was added CF3COOH (5 mL). The mixture was stirred at room temperature for 2 hours. The solvent was removed under reduced pressure. A saturated aqueous solution of NaHCO3 was added to the residue, and then extracted with ethyl acetate (3×15 mL). The combined organic ... The reactants are C#CCCC(=O)O, CNc1cccc(Cl)c1, O=C(Cl)C(=O)Cl, ClCCl. The product is C#CCCC(=O)N(C)c1cccc(Cl)c1. Reaction SMILES: [C:7]([CH2:8][CH2:9][C:10]#[CH:11])(=[O:12])[OH:13].[Cl:14][c:15]1[cH:16][c:17]([NH:21][CH3:22])[cH:18][cH:19][cH:20]1.[Cl:1][C:2]([C:3]([Cl:4])=[O:5])=[O:6].[Cl:23][CH2:24][Cl:25]>>[C:7]([CH2:8][CH2:9][C:10]#[CH:11])(=[O:13])[N:21]([c:17]1[cH:16][c:15]([Cl:14])[cH:20][cH:19][cH:18]1)[CH3:22].